Dataset: the Open Reaction Database (ORD), a public repository of structured organic reaction records. Task: describe an organic reaction: reactants, conditions, products, and yield Reactants: CC(C)(S(=O)NC1(CCC1)/C(/N)=N/O)C ((Z)-1-(1,1-dimethylethylsulfinamido)-N′-hydroxycyclobutanecarboximidamide), COC(N(C)C)OC (N,N-Dimethylformamide dimethyl acetal). Run in O1CCOCC1 (dioxane). Run at temperature 70 celsius. Product: O1N=C(N=C1)C1(CCC1)NS(=O)C(C)(C)C (N-(1-(1,2,4-oxadiazol-3-yl)cyclobutyl)-2-methylpropane-2-sulfinamide). Yield: 14.7%. Reaction SMILES: [CH3:1][C:2]([CH3:15])([S:4]([NH:6][C:7]1(/[C:11](=[N:13]/[OH:14])/[NH2:12])[CH2:10][CH2:9][CH2:8]1)=[O:5])[CH3:3].[CH3:16]OC(OC)N(C)C>O1CCOCC1>[O:14]1[CH:16]=[N:12][C:11]([C:7]2([NH:6][S:4]([C:2]([CH3:15])([CH3:1])[CH3:3])=[O:5])[CH2:10][CH2:9][CH2:8]2)=[N:13]1. Procedure: (Z)-1-(1,1-dimethylethylsulfinamido)-N′-hydroxycyclobutanecarboximidamide (300 mg, 1.29 mmol) was taken up in dioxane (6 ml) and treated with N,N-Dimethylformamide dimethyl acetal (2.6 ml, 19 mmol) at rt. The reaction was then heated to 70° C. for 4 h. LCMS showed that starting material had been consumed. The expected M+H of 244 was observed in one of the minor peaks. The reaction was concentrated under high vacuum and the residue was purified by preparative reverse phase HPLC on a C18 column us... The reactants are CC1=C(OC(C(=O)O)(C)C)C(=CC(=C1)CCC(O)C1=CC=C(C=C1)SC)C (2-[2,6-dimethyl-4-[3-[4-(methylthio)phenyl]-3-hydroxypropyl]phenoxy]-2-methylpropanoic acid). The solvent is C(CCC)O.O (butanol water). Yields the product CC1=C(OC(C(=O)O)(C)C)C(=CC(=C1)CCC(OCCCC)C1=CC=C(C=C1)SC)C (2-[2,6-dimethyl-4-[3-[4-(methylthio)phenyl]-3-butyloxypropyl]phenoxyl]-2-methylpropanoic acid). Reaction SMILES: [CH3:1][C:2]1[CH:14]=[C:13]([CH2:15][CH2:16][CH:17]([C:19]2[CH:24]=[CH:23][C:22]([S:25][CH3:26])=[CH:21][CH:20]=2)[OH:18])[CH:12]=[C:11]([CH3:27])[C:3]=1[O:4][C:5]([CH3:10])([CH3:9])[C:6]([OH:8])=[O:7]>C(O)CCC.O>[CH3:1][C:2]1[CH:14]=[C:13]([CH2:15][CH2:16][CH:17]([C:19]2[CH:24]=[CH:23][C:22]([S:25][CH3:26])=[CH:21][CH:20]=2)[O:18][CH2:1][CH2:2][CH2:3][CH3:11])[CH:12]=[C:11]([CH3:27])[C:3]=1[O:4][C:5]([CH3:9])([CH3:10])[C:6]([OH:8])=[O:7] |f:1.2|. Procedure: This compound was prepared following the general procedure E, using 2-[2,6-dimethyl-4-[3-[4-(methylthio)phenyl]-3-hydroxypropyl]phenoxy]-2-methylpropanoic acid in 50/50 butanol/water at 70° C. for 32 hours; Reactants: C(C1=CC=CC=C1)OC=1C=C2C=CNC2=CC1 (5-benzyloxy-1H-indole), C(C)OC(C(C)C1=CC=CC=C1)=O (phenyl-propionic acid ethyl ester), [F-].C(CCC)[N+](CCCC)(CCCC)CCCC (tetrabutylammonium fluoride), C(C)(=O)OCC.CCCCCC (ethyl acetate hexane). Reaction conditions: time 3 day. Product: C(C)OC(C=C(C1=CC=CC=C1)N1C=CC2=CC(=CC=C12)OCC1=CC=CC=C1)=O (3-(5-Benzyloxy-indol-1-yl)-3-phenyl-acrylic acid ethyl ester). Yield: 68.0%. Reaction SMILES: [CH2:1]([O:8][C:9]1[CH:10]=[C:11]2[C:15](=[CH:16][CH:17]=1)[NH:14][CH:13]=[CH:12]2)[C:2]1[CH:7]=[CH:6][CH:5]=[CH:4][CH:3]=1.C(OC(=O)[CH:22]([C:24]1[CH:29]=[CH:28][CH:27]=[CH:26][CH:25]=1)[CH3:23])C.[F-].C([N+](CCCC)(CCCC)CCCC)CCC.[C:49]([O:52][CH2:53][CH3:54])(=[O:51])C.CCCCCC>>[CH2:53]([O:52][C:49](=[O:51])[CH:23]=[C:22]([N:14]1[C:15]2[C:11](=[CH:10][C:9]([O:8][CH2:1][C:2]3[CH:3]=[CH:4][CH:5]=[CH:6][CH:7]=3)=[CH:17][CH:16]=2)[CH:12]=[CH:13]1)[C:24]1[CH:25]=[CH:26][CH:27]=[CH:28][CH:29]=1)[CH3:54] |f:2.3,4.5|. Reported procedure: A mixture of 5-benzyloxy-1H-indole (4.46 g, 20.0 mmol), phenyl-propionic acid ethyl ester (7.00 g, 40.0 mmol), and tetrabutylammonium fluoride [1.0 M in THF] (36.0 mL, 50.0 mmol) was stirred for 3 days. After removal of solvent, the crude reaction mixture was submitted to flash chromatography on silica gel with ethyl acetate/hexane (1:4) to give the title compound (5.42 g, 68% yield) as an E/Z isomeric mixture. Mass Spectrum (LCMS, ESI) calculated for C26H24NO3 398.2 (M+H); found 398.2. As a reaction SMILES: [C:1]1([CH:7]([O:14][C:15]([C:17]2[N:22]3[C:23](=[O:63])[C@@H:24]([NH:25][C:26](=[O:62])/[C:27](/[C:49]4[N:50]=[C:51]([NH:54][C:55]([O:57][C:58]([CH3:61])([CH3:60])[CH3:59])=[O:56])[S:52][CH:53]=4)=[N:28]\[O:29][C:30]([C:43]4[CH:48]=[CH:47][CH:46]=[CH:45][CH:44]=4)([C:37]4[CH:42]=[CH:41][CH:40]=[CH:39][CH:38]=4)[C:31]4[CH:36]=[CH:35][CH:34]=[CH:33][CH:32]=4)[C@H:21]3[S:20](=[O:64])[CH2:19][C:18]=2[S:65][CH:66](C(C2C=CC=CC=2)(C2C=CC=CC=2)C2C=CC=CC=2)[S:67][C:68]2[N:72]=[CH:71][NH:70][N:69]=2)=[O:16])[C:8]2[CH:13]=[CH:12][CH:11]=[CH:10][CH:9]=2)[CH:6]=[CH:5][CH:4]=[CH:3][CH:2]=1.O.C1(C)C=CC(S(O)(=O)=O)=CC=1>CC(C)=O.C(OCC)(=O)C>[C:1]1([CH:7]([O:14][C:15]([C:17]2[N:22]3[C:23](=[O:63])[C@@H:24]([NH:25][C:26](=[O:62])/[C:27](/[C:49]4[N:50]=[C:51]([NH:54][C:55]([O:57][C:58]([CH3:61])([CH3:60])[CH3:59])=[O:56])[S:52][CH:53]=4)=[N:28]\[O:29][C:30]([C:37]4[CH:42]=[CH:41][CH:40]=[CH:39][CH:38]=4)([C:43]4[CH:48]=[CH:47][CH:46]=[CH:45][CH:44]=4)[C:31]4[CH:32]=[CH:33][CH:34]=[CH:35][CH:36]=4)[C@H:21]3[S:20](=[O:64])[CH2:19][C:18]=2[S:65][CH2:66][S:67][C:68]2[N:72]=[CH:71][NH:70][N:69]=2)=[O:16])[C:8]2[CH:13]=[CH:12][CH:11]=[CH:10][CH:9]=2)[CH:6]=[CH:5][CH:4]=[CH:3][CH:2]=1 |f:1.2|. Yields the product C1(=CC=CC=C1)C(C1=CC=CC=C1)OC(=O)C1=C(CS([C@H]2N1C([C@H]2NC(\C(=N/OC(C2=CC=CC=C2)(C2=CC=CC=C2)C2=CC=CC=C2)\C=2N=C(SC2)NC(=O)OC(C)(C)C)=O)=O)=O)SCSC2=NNC=N2 (7β-[(Z)-2-(2-t-butoxycarbonylaminothiazol-4-yl)-2-trityloxyiminoacetylamino]-3-(1,2,4-triazol-3-ylthiomethylthio)-3-cephem-4-carboxylic acid diphenylmethyl ester 1-oxide). Reported procedure: To a solution of 7β-[(Z)-2-(2-t-butoxycarbonylaminothiazol-4-yl)-2-trityloxyiminoacetylamino]-3-(trityl-1,2,4-triazol-3-ylthiomethylthio)-3-cephem-4-carboxylic acid diphenylmethyl ester 1-oxide (11.3 g) in acetone (60 ml) under ice cooling is added toluene-p-sulfonic acid monohydrate (1.68 g: 8.83 mMol.), and the mixture is stirred at room temperature for 4 hours. The reaction mixture is diluted with ethyl acetate, washed with aqueous 5% sodium hydrogen carbonate and brine, dried over sodium sul... Run in C(C)(=O)OCC (ethyl acetate), CC(=O)C (acetone). The reactants are C1(=CC=CC=C1)C(C1=CC=CC=C1)OC(=O)C1=C(CS([C@H]2N1C([C@H]2NC(\C(=N/OC(C2=CC=CC=C2)(C2=CC=CC=C2)C2=CC=CC=C2)\C=2N=C(SC2)NC(=O)OC(C)(C)C)=O)=O)=O)SC(SC2=NNC=N2)C(C2=CC=CC=C2)(C2=CC=CC=C2)C2=CC=CC=C2 (7β-[(Z)-2-(2-t-butoxycarbonylaminothiazol-4-yl)-2-trityloxyiminoacetylamino]-3-(trityl-1,2,4-triazol-3-ylthiomethylthio)-3-cephem-4-carboxylic acid diphenylmethyl ester 1-oxide), O.C1(=CC=C(C=C1)S(=O)(=O)O)C (toluene-p-sulfonic acid monohydrate). Run at time 4 hour. Isolated yield 31.0%.